Dataset: the Open Reaction Database (ORD), a public repository of structured organic reaction records. Task: describe an organic reaction: reactants, conditions, products, and yield Starting materials: C1(=CC=CC=C1)C(=[N+]=[N-])C1=CC=CC=C1 (diphenyldiazomethane), C1(=CC=CC=C1)CC(=O)N[C@H]1[C@@H]2N(C(C(=CS2)CC2=CC=CS2)C(=O)O)C1=O (7β-phenylacetylamino-3-(2-thenyl)-ceph-2-em-4ξ-carboxylic acid). Solvent: C(C)(=O)OCC (ethyl acetate), CO (methanol), C(C)(=O)OCC (ethyl acetate). Conditions: time 1 hour. Yields the product C1(=CC=CC=C1)C(C1=CC=CC=C1)OC(=O)C1C(=CS[C@H]2N1C([C@H]2NC(CC2=CC=CC=C2)=O)=O)CC2=CC=CS2 (7β-phenylacetylamino-3-(2-thenyl)-ceph-2-em-4ξ-carboxylic acid diphenylmethylester). RXN SMILES: [C:1]1([CH2:7][C:8]([NH:10][C@@H:11]2[C:27](=[O:28])[N:13]3[CH:14]([C:24]([OH:26])=[O:25])[C:15]([CH2:18][C:19]4[S:23][CH:22]=[CH:21][CH:20]=4)=[CH:16][S:17][C@H:12]23)=[O:9])[CH:6]=[CH:5][CH:4]=[CH:3][CH:2]=1.[C:29]1([C:35]([C:38]2[CH:43]=[CH:42][CH:41]=[CH:40][CH:39]=2)=[N+]=[N-])[CH:34]=[CH:33][CH:32]=[CH:31][CH:30]=1>CO.C(OCC)(=O)C>[C:29]1([CH:35]([O:25][C:24]([CH:14]2[N:13]3[C:27](=[O:28])[C@@H:11]([NH:10][C:8](=[O:9])[CH2:7][C:1]4[CH:6]=[CH:5][CH:4]=[CH:3][CH:2]=4)[C@H:12]3[S:17][CH:16]=[C:15]2[CH2:18][C:19]2[S:23][CH:22]=[CH:21][CH:20]=2)=[O:26])[C:38]2[CH:39]=[CH:40][CH:41]=[CH:42][CH:43]=2)[CH:34]=[CH:33][CH:32]=[CH:31][CH:30]=1. Procedure details: A solution of 7β-phenylacetylamino-3-(2-thenyl)-ceph-2-em-4ξ-carboxylic acid in 150 ml of methanol is diluted with 200 ml of ethyl acetate, then treated with 9.70 g of diphenyldiazomethane in 20 ml of ethyl acetate. The reaction mixture is stirred at room temperature for 1 hour and evaporated to dryness under reduced pressure. The residue is crystallised from ethyl acetate and chromatographed on 400 g of silica gel. Elution with ethyl acetate yields the 7β-phenylacetylamino-3-(2-thenyl)-ceph-2-e... The reactants are [NH2-].[Na+] (sodium amide), Cl (hydrochloric acid), C(C)[C@]12[C@H](CC[C@H]2[C@H]2[C@H](CC1)C=1C=CC(=CC1CC2)OC)O (13-ethyl-3-methoxygona-1,3,5(10)-trien-17β-ol), Cl.CN(C)CCCl (N,N-dimethylamino-2-chloroethane hydrochloride). Solvent: C1=CC=CC=C1 (benzene), C1=CC=CC=C1 (benzene). Product: C(C)[C@]12[C@H](CC[C@H]2[C@H]2[C@H](CC1)C=1C=CC(=CC1CC2)OC)OCCN(C)C (13-ethyl-17β-(2-dimethylaminoethoxy)-3-methoxygona-1,3,5(10)-triene). RXN SMILES: [NH2-].[Na+].[CH2:3]([C@:5]12[CH2:13][CH2:12][C@@H:11]3[C:14]4[CH:15]=[CH:16][C:17]([O:22][CH3:23])=[CH:18][C:19]=4[CH2:20][CH2:21][C@H:10]3[C@@H:9]1[CH2:8][CH2:7][C@@H:6]2[OH:24])[CH3:4].Cl.[CH3:26][N:27]([CH2:29][CH2:30]Cl)[CH3:28].Cl>C1C=CC=CC=1>[CH2:3]([C@:5]12[CH2:13][CH2:12][C@@H:11]3[C:14]4[CH:15]=[CH:16][C:17]([O:22][CH3:23])=[CH:18][C:19]=4[CH2:20][CH2:21][C@H:10]3[C@@H:9]1[CH2:8][CH2:7][C@@H:6]2[O:24][CH2:30][CH2:29][N:27]([CH3:28])[CH3:26])[CH3:4] |f:0.1,3.4|. Procedure: Stir a solution of 860 mg. of sodium amide in 15 ml. of benzene and add 3.0 g. of dl-13-ethyl-3-methoxygona-1,3,5(10)-trien-17β-ol in 15 ml. of benzene. Heat for 2 hours at 70°-83°. Cool to room temperature and add 1.58 g. of N,N-dimethylamino-2-chloroethane hydrochloride and reflux for 16 hours. Pour over ice and acidify reaction mixture with 2 N hydrochloric acid. Extract with ether and basify the aqueous layer with 15% sodium hydroxide. Isolate material with ether. Evaporate the ether to obta... Reactants: COC(=O)C=1C=NC(=NC1)N1CC2=C(NC=3C=CC(=CC23)C)CC1 (methyl-2-(8-methyl-1,3,4,5-tetrahydro-2H-pyrido[4,3-b]indol-2-yl)pyrimidine-5-carboxylate), [H-].[Na+] (sodium hydride), C(C)(=O)Cl (Acetyl chloride). The solvent is CN(C)C=O (DMF). Run at time 20 minute. Product: COC(=O)C=1C=NC(=NC1)N1CC2=C(N(C=3C=CC(=CC23)C)C(C)=O)CC1 (methyl-2-(5-acetyl-8-methyl-1,3,4,5-tetrahydro-2H-pyrido[4,3-b]indol-2-yl)pyrimidine-5-carboxylate). RXN SMILES: [CH3:1][O:2][C:3]([C:5]1[CH:6]=[N:7][C:8]([N:11]2[CH2:24][CH2:23][C:14]3[NH:15][C:16]4[CH:17]=[CH:18][C:19]([CH3:22])=[CH:20][C:21]=4[C:13]=3[CH2:12]2)=[N:9][CH:10]=1)=[O:4].[H-].[Na+].[C:27](Cl)(=[O:29])[CH3:28]>CN(C=O)C>[CH3:1][O:2][C:3]([C:5]1[CH:6]=[N:7][C:8]([N:11]2[CH2:24][CH2:23][C:14]3[N:15]([C:27](=[O:29])[CH3:28])[C:16]4[CH:17]=[CH:18][C:19]([CH3:22])=[CH:20][C:21]=4[C:13]=3[CH2:12]2)=[N:9][CH:10]=1)=[O:4] |f:1.2|. Reported procedure: From 8-methyl-2,3,4,5-tetrahydro-1H-pyrido[4,3-b]indole and Example 7 was obtained methyl-2-(8-methyl-1,3,4,5-tetrahydro-2H-pyrido[4,3-b]indol-2-yl)pyrimidine-5-carboxylate using the method described in Example 12. To a solution of methyl-2-(8-methyl-1,3,4,5-tetrahydro-2H-pyrido[4,3-b]indol-2-yl)pyrimidine-5-carboxylate (110 mg) in DMF (5 mL) was added sodium hydride (22 mg) at 0° C. and the mixtue was stirred for 20 min. Acetyl chloride (30 mg) was added and the reaction was allowed to attain r... Starting materials: Cc1nc(OC(C)C(=O)O)c(Cl)c(C(F)(F)F)n1, ClCCl, CC(=O)C(C)(N)C(C)C, O. Product: CC(=O)C(C)(NC(=O)C(C)Oc1nc(C)nc(C(F)(F)F)c1Cl)C(C)C. As a reaction SMILES: [Cl:1][c:2]1[c:3]([O:13][CH:14]([C:15](=[O:16])[OH:17])[CH3:18])[n:4][c:5]([CH3:12])[n:6][c:7]1[C:8]([F:9])([F:10])[F:11].[Cl:29][CH2:30][Cl:31].[NH2:19][C:20]([C:21]([CH3:22])=[O:23])([CH:24]([CH3:25])[CH3:26])[CH3:27].[OH2:28]>>[Cl:1][c:2]1[c:3]([O:13][CH:14]([C:15](=[O:17])[NH:19][C:20]([C:21]([CH3:22])=[O:23])([CH:24]([CH3:25])[CH3:26])[CH3:27])[CH3:18])[n:4][c:5]([CH3:12])[n:6][c:7]1[C:8]([F:9])([F:10])[F:11]. The reactants are CCCCc1nc2c(N)nc3ccccc3c2n1CCO, CN(C)C=O, Cc1ccccc1, O=S(Cl)Cl. Product: CCCCc1nc2c(N)nc3ccccc3c2n1CCCl. Reaction SMILES: [CH2:5]([CH2:6][CH2:7][CH3:8])[c:9]1[n:10]([CH2:23][CH2:24][OH:25])[c:11]2[c:12]([c:13]([NH2:21])[n:14][c:15]3[cH:16][cH:17][cH:18][cH:19][c:20]23)[n:22]1.[CH3:26][N:27]([CH3:28])[CH:29]=[O:30].[CH3:31][c:32]1[cH:33][cH:34][cH:35][cH:36][cH:37]1.[S:1]([Cl:2])([Cl:3])=[O:4]>>[Cl:3][CH2:24][CH2:23][n:10]1[c:9]([CH2:5][CH2:6][CH2:7][CH3:8])[n:22][c:12]2[c:11]1[c:20]1[c:15]([n:14][c:13]2[NH2:21])[cH:16][cH:17][cH:18][cH:19]1. The reactants are O (water), C(C(=O)O)(=O)O (oxalic acid), CC1OC(=C(C1=O)O)C (2,5-dimethyl-4-hydroxy-3-(2H)-furanone), C(C1=CC=CC=C1)=O (benzaldehyde). The solvent is O1CCOCC1 (dioxan). The product is OC1(CC2(OC(=C(C2=O)O)C)C)CC=CC=C1 (2-(1-hydroxybenzyl)- 2,5-dimethyl-4-hydroxy-3-(2H)-furanone). The yield is 205.8%. Reaction SMILES: [CH3:1][CH:2]1[C:6](=[O:7])[C:5]([OH:8])=[C:4]([CH3:9])[O:3]1.[CH:10](=O)[C:11]1[CH:16]=[CH:15][CH:14]=[CH:13][CH:12]=1.O.C(O)(=O)C(O)=[O:21]>O1CCOCC1>[OH:21][C:11]1([CH:12]=[CH:13][CH:14]=[CH:15][CH2:16]1)[CH2:10][C:4]1([CH3:9])[C:5](=[O:8])[C:6]([OH:7])=[C:2]([CH3:1])[O:3]1. Procedure: A mixture of 5 g of 2,5-dimethyl-4-hydroxy-3-(2H)-furanone and 10.6 g of benzaldehyde was added to a mixture of 20 ml of water, 20 ml of dioxan and 0.5 g of oxalic acid. The mixture was then refluxed for 4 hours, cooled and extracted with chloroform. The chloroform extract was evaporated and the residue purified by column chromatography over polyamide using ether - light petroleum 50/50 as the eluent; 2.7 g (30% yield) of the title compound was obtained which was recrystallized from chloroform, ... The reactants are B, CC(=O)O, O=C(O)C1CCN1C(=O)OCc1ccccc1, C1CCOC1, [Na+], O=C([O-])O, O. Yields the product O=C(OCc1ccccc1)N1CCC1CO. As a reaction SMILES: [BH3:18].[C:19]([OH:20])(=[O:21])[CH3:22].[CH2:1]([c:2]1[cH:3][cH:4][cH:5][cH:6][cH:7]1)[O:8][C:9](=[O:10])[N:11]1[CH:12]([C:15](=[O:16])[OH:17])[CH2:13][CH2:14]1.[CH2:28]1[O:29][CH2:30][CH2:31][CH2:32]1.[Na+:27].[O-:23][C:24]([OH:25])=[O:26].[OH2:33]>>[CH2:1]([c:2]1[cH:3][cH:4][cH:5][cH:6][cH:7]1)[O:8][C:9](=[O:10])[N:11]1[CH:12]([CH2:15][OH:16])[CH2:13][CH2:14]1.